This data is from the Open Reaction Database (ORD), a public repository of structured organic reaction records. The task is: describe an organic reaction: reactants, conditions, products, and yield Starting materials: O=C(Cl)OCC1c2ccccc2-c2ccccc21, NCC(COC(C(F)(F)F)(C(F)(F)F)C(F)(F)F)(COC(C(F)(F)F)(C(F)(F)F)C(F)(F)F)C(=O)O, [Na+], [Na+], O=C([O-])[O-], C1CCOC1, O. Yields the product O=C(NCC(COC(C(F)(F)F)(C(F)(F)F)C(F)(F)F)(COC(C(F)(F)F)(C(F)(F)F)C(F)(F)F)C(=O)O)OCC1c2ccccc2-c2ccccc21. RXN SMILES: [Cl:43][C:44](=[O:45])[O:46][CH2:47][CH:48]1[c:49]2[cH:50][cH:51][cH:52][cH:53][c:54]2-[c:55]2[cH:56][cH:57][cH:58][cH:59][c:60]21.[NH2:1][CH2:2][C:3]([C:4](=[O:5])[OH:6])([CH2:7][O:8][C:9]([C:10]([F:11])([F:12])[F:13])([C:14]([F:15])([F:16])[F:17])[C:18]([F:19])([F:20])[F:21])[CH2:22][O:23][C:24]([C:25]([F:26])([F:27])[F:28])([C:29]([F:30])([F:31])[F:32])[C:33]([F:34])([F:35])[F:36].[Na+:37].[Na+:38].[O-:39][C:40](=[O:41])[O-:42].[O:61]1[CH2:62][CH2:63][CH2:64][CH2:65]1.[OH2:66]>>[NH:1]([CH2:2][C:3]([C:4](=[O:5])[OH:6])([CH2:7][O:8][C:9]([C:10]([F:11])([F:12])[F:13])([C:14]([F:15])([F:16])[F:17])[C:18]([F:19])([F:20])[F:21])[CH2:22][O:23][C:24]([C:25]([F:26])([F:27])[F:28])([C:29]([F:30])([F:31])[F:32])[C:33]([F:34])([F:35])[F:36])[C:44](=[O:45])[O:46][CH2:47][CH:48]1[c:49]2[cH:50][cH:51][cH:52][cH:53][c:54]2-[c:55]2[cH:56][cH:57][cH:58][cH:59][c:60]21. Reactants: C(#N)C1=CC=C(CC(C#N)C#N)C=C1 ((4-cyanobenzyl)malononitrile), compound ( 22 ), [H-].[Na+] (sodium hydride), BrCCC(F)(F)F (1-bromo-3,3,3-trifluoropropane). Run in CN(C=O)C (N,N-dimethylformamide). Yields the product C(#N)C1=CC=C(CC(C#N)(C#N)CCC(F)(F)F)C=C1 (2-(4-cyanobenzyl)-2-(3,3,3-trifluoropropyl)malononitrile). The yield is 27.4%. RXN SMILES: [C:1]([C:3]1[CH:14]=[CH:13][C:6]([CH2:7][CH:8]([C:11]#[N:12])[C:9]#[N:10])=[CH:5][CH:4]=1)#[N:2].[H-].[Na+].Br[CH2:18][CH2:19][C:20]([F:23])([F:22])[F:21]>CN(C)C=O>[C:1]([C:3]1[CH:14]=[CH:13][C:6]([CH2:7][C:8]([CH2:18][CH2:19][C:20]([F:23])([F:22])[F:21])([C:11]#[N:12])[C:9]#[N:10])=[CH:5][CH:4]=1)#[N:2] |f:1.2|. Procedure details: Using 1.00 g of (4-cyanobenzyl)malononitrile, 10 ml of N,N-dimethylformamide, 0.36 g of sodium hydride (60% in oil), and 2.37 g of 1-bromo-3,3,3-trifluoropropane, and according to the process described in the Production Example 1, there was obtained 0.42 g of 2-(4-cyanobenzyl)-2-(3,3,3-trifluoropropyl)malononitrile (the present compound (22)). Reactants: Cn1ncc2c(C#Cc3cccc(N)c3)cncc21, ClCCl, O=C=Nc1ccccc1. Product: Cn1ncc2c(C#Cc3cccc(NC(=O)Nc4ccccc4)c3)cncc21. RXN SMILES: [CH3:1][n:2]1[n:3][cH:4][c:5]2[c:6]1[cH:7][n:8][cH:9][c:10]2[C:11]#[C:12][c:13]1[cH:14][c:15]([NH2:19])[cH:16][cH:17][cH:18]1.[Cl:29][CH2:30][Cl:31].[O:20]=[C:21]=[N:22][c:23]1[cH:24][cH:25][cH:26][cH:27][cH:28]1>>[CH3:1][n:2]1[n:3][cH:4][c:5]2[c:6]1[cH:7][n:8][cH:9][c:10]2[C:11]#[C:12][c:13]1[cH:14][c:15]([NH:19][C:21](=[O:20])[NH:22][c:23]2[cH:24][cH:25][cH:26][cH:27][cH:28]2)[cH:16][cH:17][cH:18]1.